From a dataset of the Open Reaction Database (ORD), a public repository of structured organic reaction records. describe an organic reaction: reactants, conditions, products, and yield Starting materials: CN, CCO, CN(C)C=Nc1ccn(C)c(=O)n1. The product is Cn1ccc(N)nc1=O. RXN SMILES: [CH3:14][NH2:15].[CH3:16][CH2:17][OH:18].[CH3:1][N:2]([CH:3]=[N:5][c:6]1[n:7][c:8](=[O:13])[n:9]([CH3:12])[cH:10][cH:11]1)[CH3:4]>>[NH2:5][c:6]1[n:7][c:8](=[O:13])[n:9]([CH3:12])[cH:10][cH:11]1. Starting materials: FC1=CC=C(C=C1)C(=NO)C1CCN(CC1)CCCOC1=CC=CC=C1 ((4-fluorophenyl)[1-(3-phenoxypropyl)-4-piperidinyl]methanone oxime), Cl (HCl). The reagents and catalysts are [Ni] (Raney nickel). Run in C(C)O (ethanol), CO (methanol). Product: O.Cl.Cl.FC1=CC=C(C=C1)C(N)C1CCN(CC1)CCCOC1=CC=CC=C1.FC1=CC=C(C=C1)C(N)C1CCN(CC1)CCCOC1=CC=CC=C1.Cl.Cl (α-(4-Fluorophenyl)-1-(3-phenoxypropyl)-4-piperidinemethanamine dihydrochloride hemihydrate). Isolated yield 54.2%. RXN SMILES: [F:1][C:2]1[CH:7]=[CH:6][C:5]([C:8]([CH:11]2[CH2:16][CH2:15][N:14]([CH2:17][CH2:18][CH2:19][O:20][C:21]3[CH:26]=[CH:25][CH:24]=[CH:23][CH:22]=3)[CH2:13][CH2:12]2)=[N:9][OH:10])=[CH:4][CH:3]=1.[ClH:27]>C(O)C.[Ni].CO>[OH2:10].[ClH:27].[ClH:27].[F:1][C:2]1[CH:3]=[CH:4][C:5]([CH:8]([CH:11]2[CH2:12][CH2:13][N:14]([CH2:17][CH2:18][CH2:19][O:20][C:21]3[CH:22]=[CH:23][CH:24]=[CH:25][CH:26]=3)[CH2:15][CH2:16]2)[NH2:9])=[CH:6][CH:7]=1.[F:1][C:2]1[CH:3]=[CH:4][C:5]([CH:8]([CH:11]2[CH2:12][CH2:13][N:14]([CH2:17][CH2:18][CH2:19][O:20][C:21]3[CH:22]=[CH:23][CH:24]=[CH:25][CH:26]=3)[CH2:15][CH2:16]2)[NH2:9])=[CH:6][CH:7]=1.[ClH:27].[ClH:27] |f:5.6.7.8.9.10.11|. Procedure: A suspension of the (4-fluorophenyl)[1-(3-phenoxypropyl)-4-piperidinyl]methanone oxime (5.00 g, 0.014 mol) in 100 mL of ethanol was subjected to hydrogenation (52 psi) in the presence of Raney nickel for 16 hours at room temperature. The catalyst was removed by filtration, and ethanol was removed by the rotary evaporator to give a clear oil. This oil was converted to the HCl salt in methanol using ethereal HCl. A white solid was isolated and dried in vacuo 16 hours at 80° C. in the presence of p... Starting materials: ClC1=C(C(=CC(=C1)Cl)Cl)N1N=C(C(C1=O)C1=NNC=C1)NC(C1=CC(=CC=C1)[N+](=O)[O-])=O (1-(2,4,6-trichlorophenyl)-3-(3-nitrobenzamido)-4-pyrazolyl-5-oxo-2-pyrazoline), 2l, O.NN (hydrazine hydrate). The reagents and catalysts are [Ni] (Raney nickel). Run in CO (methanol). Run at time 1.5 hour. Product: ClC1=C(C(=CC(=C1)Cl)Cl)N1N=C(C(C1=O)C1=NNC=C1)NC(C1=CC(=CC=C1)N)=O (1-(2,4,6-trichlorophenyl)-3-(3-aminobenzamido)-4-pyrazolyl-5-oxo-2-pyrazoline). Isolated yield 68.6%. RXN SMILES: [Cl:1][C:2]1[CH:7]=[C:6]([Cl:8])[CH:5]=[C:4]([Cl:9])[C:3]=1[N:10]1[C:14](=[O:15])[CH:13]([C:16]2[CH:20]=[CH:19][NH:18][N:17]=2)[C:12]([NH:21][C:22](=[O:32])[C:23]2[CH:28]=[CH:27][CH:26]=[C:25]([N+:29]([O-])=O)[CH:24]=2)=[N:11]1.O.NN>[Ni].CO>[Cl:9][C:4]1[CH:5]=[C:6]([Cl:8])[CH:7]=[C:2]([Cl:1])[C:3]=1[N:10]1[C:14](=[O:15])[CH:13]([C:16]2[CH:20]=[CH:19][NH:18][N:17]=2)[C:12]([NH:21][C:22](=[O:32])[C:23]2[CH:28]=[CH:27][CH:26]=[C:25]([NH2:29])[CH:24]=2)=[N:11]1 |f:1.2|. Procedure: Next, 197.5 g (0.4 mol) of the 1-(2,4,6-trichlorophenyl)-3-(3-nitrobenzamido)-4-pyrazolyl-5-oxo-2-pyrazoline was added to 2l of methanol, to which was added a small amount of Raney nickel. Then 120 ml of hydrazine hydrate was slowly added dropwise with heating and stirring, the mixture rcacted for about 1.5 hours, after which the insolubles were filtered out (while the mixture was hot). The filtrate was poured into water, and the deposited crystals were then filtered and washed with methanol to ...